From a dataset of the Open Reaction Database (ORD), a public repository of structured organic reaction records. describe an organic reaction: reactants, conditions, products, and yield Reactants: BrC1=CC=C(C=C1)C(CCCCl)=O (4′-bromo-4-chlorobutyrophenone), [N-]=[N+]=[N-].[Na+] (sodium azide), [I-].[Na+] (sodium iodide), C1(=CC=CC=C1)P(C1=CC=CC=C1)C1=CC=CC=C1 (triphenylphosphine). Conditions: temperature 55 celsius, time 8 hour. Product: BrC1=CC=C(C=C1)C=1CCCN1 (5-(4-Bromo-phenyl)-3,4-dihydro-2H-pyrrole). Reaction SMILES: [Br:1][C:2]1[CH:7]=[CH:6][C:5]([C:8](=O)[CH2:9][CH2:10][CH2:11]Cl)=[CH:4][CH:3]=1.[N-:14]=[N+]=[N-].[Na+].[I-].[Na+].C1(P(C2C=CC=CC=2)C2C=CC=CC=2)C=CC=CC=1>>[Br:1][C:2]1[CH:7]=[CH:6][C:5]([C:8]2[CH2:9][CH2:10][CH2:11][N:14]=2)=[CH:4][CH:3]=1 |f:1.2,3.4|. Procedure: A mixture of 4′-bromo-4-chlorobutyrophenone (20.0 g, 76.5 mmol), sodium azide (7.46 g, 115 mmol) and sodium iodide (344 mg, 2.29 mmol) is stirred overnight at 55° C. The reaction mixture is poured on water and extracted with DCM. The organic phases are dried over MgSO4 and concentrated in vacuo. The residue is dissolved in 150 mL cyclohexane, triphenylphosphine (20.1 g, 76.5 mmol) is added and the reaction mixture is stirred overnight at RT. The reaction mixture is filtered and the solids are wa... Reactants: Cc1c(Cl)cccc1NC(=O)OC(C)(C)C, CON(C)C(C)=O, [Li]C(C)CC, C1CCOC1. The product is CC(=O)Cc1c(Cl)cccc1NC(=O)OC(C)(C)C. As a reaction SMILES: [C:1]([CH3:2])([CH3:3])([CH3:4])[O:5][C:6]([NH:7][c:8]1[c:9]([CH3:15])[c:10]([Cl:14])[cH:11][cH:12][cH:13]1)=[O:16].[CH3:22][N:23]([C:24]([CH3:25])=[O:26])[O:27][CH3:28].[CH:17]([Li:18])([CH2:19][CH3:20])[CH3:21].[O:29]1[CH2:30][CH2:31][CH2:32][CH2:33]1>>[C:1]([CH3:2])([CH3:3])([CH3:4])[O:5][C:6]([NH:7][c:8]1[c:9]([CH2:15][C:24]([CH3:25])=[O:26])[c:10]([Cl:14])[cH:11][cH:12][cH:13]1)=[O:16]. The reactants are C(C1=CC=CC=C1)Br (benzyl bromide), CNCCO (2-(methylamino)ethanol). Yields the product C(C1=CC=CC=C1)N(C)CCO (2-(N-Benzyl-N-methylamino)ethanol). RXN SMILES: [CH2:1](Br)[C:2]1[CH:7]=[CH:6][CH:5]=[CH:4][CH:3]=1.[CH3:9][NH:10][CH2:11][CH2:12][OH:13]>>[CH2:1]([N:10]([CH2:11][CH2:12][OH:13])[CH3:9])[C:2]1[CH:7]=[CH:6][CH:5]=[CH:4][CH:3]=1. Procedure: The title compound was prepared from benzyl bromide (4 g) and 2-(methylamino)ethanol (18.6 ml) by an analogous procedure to that described in preparation 1. Reactants: CN(C)C=O (DMF), Cl.NC(C(=O)O)C(CC)(C)C (2-amino-3,3-dimethylpentanoic acid hydrochloride), C(C)(C)N(CC)C(C)C (diisopropylethylamine), COC1=CC=C(C=C1)S(=O)(=O)Cl (4-methoxybenzenesulfonyl chloride). Run in C1CCOC1 (THF). Run at time 8 hour. Product: COC1=CC=C(C=C1)S(=O)(=O)NC(C(=O)O)C(CC)(C)C (2-[(4-methoxybenzenesulfonyl)amino]-3,3-dimethyl pentanoic acid). Yield: 4.1%. RXN SMILES: Cl.[NH2:2][CH:3]([C:7]([CH3:11])([CH3:10])[CH2:8][CH3:9])[C:4]([OH:6])=[O:5].C(N(C(C)C)CC)(C)C.[CH3:21][O:22][C:23]1[CH:28]=[CH:27][C:26]([S:29](Cl)(=[O:31])=[O:30])=[CH:25][CH:24]=1.CN(C=O)C>C1COCC1>[CH3:21][O:22][C:23]1[CH:24]=[CH:25][C:26]([S:29]([NH:2][CH:3]([C:7]([CH3:11])([CH3:10])[CH2:8][CH3:9])[C:4]([OH:6])=[O:5])(=[O:31])=[O:30])=[CH:27][CH:28]=1 |f:0.1|. Reported procedure: 2-amino-3,3-dimethylpentanoic acid hydrochloride (1.63 g), (JCS Chem. Comm. 11, 830-1992) is mixed with diisopropylethylamine (3.6 g, 3.1 equivalent) in dry THF (100 mL). The 4-methoxybenzenesulfonyl chloride (1.86 g, 1 equivalent) is added as a solid. DMF (25 mL) is added to the resulting suspension. After stirring overnight at room temperature the solvents are removed under vacuum. The residue is partitioned between ethyl acetate (200 mL) and 1N HCl (100 mL). The organic phase is separated and... Reactants: CC12OC(CC(CC1)C2(C)C)O (1,8,8-trimethyl-2-oxa bicyclo [3,2,1] octan-3-ol). The reagents and catalysts are [Br-].C1(=CC=CC=C1)[P+](CCCC)(C1=CC=CC=C1)C1=CC=CC=C1 (triphenyl butyl phosphonium bromide). Product: C[C@@]1(C([C@@H](CC1)CC=CCCC)(C)C)O ((1R,S) 1,2,2-trimethyl-3-(2-hexenyl)-cyclopentanol). Yield: 129.5%. RXN SMILES: [CH3:1][C:2]12[C:9]([CH3:11])([CH3:10])[CH:6]([CH2:7][CH2:8]1)[CH2:5][CH:4](O)[O:3]2>[Br-].C1([P+](C2C=CC=CC=2)(C2C=CC=CC=2)CCCC)C=CC=CC=1>[CH3:1][C@@:2]1([OH:3])[CH2:8][CH2:7][C@@H:6]([CH2:5][CH:4]=[CH:1][CH2:2][CH2:8][CH3:7])[C:9]1([CH3:11])[CH3:10] |f:1.2|. Procedure: Using the procedure of Example 7, 5 g of 1,8,8-trimethyl-2-oxa bicyclo [3,2,1] octan-3-ol and 15 g of triphenyl butyl phosphonium bromide were reacted and the product was chromatographed over silica gel and was eluted with an 8-2 cyclohexane-ethyl acetate mixture to obtain 4 g of (1R,S) 1,2,2-trimethyl-3-(2-hexenyl)-cyclopentanol. The reactants are CC(=O)O, COc1ccc2c(c1)CC(=O)NC=C2. Product: COc1ccc2c(c1)CC(=O)NCC2. As a reaction SMILES: [CH3:15][C:16](=[O:17])[OH:18].[CH3:1][O:2][c:3]1[cH:4][cH:5][c:6]2[c:7]([cH:14]1)[CH2:8][C:9](=[O:13])[NH:10][CH:11]=[CH:12]2>>[CH3:1][O:2][c:3]1[cH:4][cH:5][c:6]2[c:7]([cH:14]1)[CH2:8][C:9](=[O:13])[NH:10][CH2:11][CH2:12]2.